This data is from the Open Reaction Database (ORD), a public repository of structured organic reaction records. The task is: describe an organic reaction: reactants, conditions, products, and yield Starting materials: CN1C(CCC1)=O (N-methyl-2-pyrrolidone), ClC=1N(C2=NC(=NC(=C2N1)N1CCOCC1)C=1C=NC(=NC1)N)CC(F)(F)F (5-[8-chloro-6-morpholin-4-yl-9-(2,2,2-trifluoroethyl)-9H-purin-2-yl]pyrimidin-2-amine), C[C@@H]1NCCNC1 ((2S)-2-methylpiperazine). The solvent is C(Cl)Cl.CO (methylene chloride methanol). Reaction conditions: temperature 100 celsius, time 5 hour. Yields the product C[C@H]1CN(CCN1)C=1N(C2=NC(=NC(=C2N1)N1CCOCC1)C=1C=NC(=NC1)N)CC(F)(F)F (5-{8-[(3S)-3-Methylpiperazin-1-yl]-6-morpholin-4-yl-9-(2,2,2-trifluoroethyl)-9H-purin-2-yl}pyrimidin-2-amine). Yield: 30.8%. As a reaction SMILES: CN1CCCC1=O.Cl[C:9]1[N:10]([CH2:31][C:32]([F:35])([F:34])[F:33])[C:11]2[C:16]([N:17]=1)=[C:15]([N:18]1[CH2:23][CH2:22][O:21][CH2:20][CH2:19]1)[N:14]=[C:13]([C:24]1[CH:25]=[N:26][C:27]([NH2:30])=[N:28][CH:29]=1)[N:12]=2.[CH3:36][C@H:37]1[CH2:42][NH:41][CH2:40][CH2:39][NH:38]1>C(Cl)Cl.CO>[CH3:36][C@@H:37]1[NH:38][CH2:39][CH2:40][N:41]([C:9]2[N:10]([CH2:31][C:32]([F:35])([F:34])[F:33])[C:11]3[C:16]([N:17]=2)=[C:15]([N:18]2[CH2:23][CH2:22][O:21][CH2:20][CH2:19]2)[N:14]=[C:13]([C:24]2[CH:29]=[N:28][C:27]([NH2:30])=[N:26][CH:25]=2)[N:12]=3)[CH2:42]1 |f:3.4|. Procedure: An N-methyl-2-pyrrolidone suspension (10 ml) of 5-[8-chloro-6-morpholin-4-yl-9-(2,2,2-trifluoroethyl)-9H-purin-2-yl]pyrimidin-2-amine (1.02 g, 2.46 mmol) and (2S)-2-methylpiperazine (1.23 g, 12.3 mmol) was heated at 120° C. to dissolve and then the resulting mixture was stirred at 100° C. for 5 hours. The resulting mixture was left standing to cool, poured into methylene chloride-methanol (10:1), and washed with saturated aqueous sodium hydrogen carbonate solution. The organic layer was dried ov...